describe an organic reaction: reactants, conditions, products, and yield From a dataset of the Open Reaction Database (ORD), a public repository of structured organic reaction records. Reactants: CC1=CC(=NN1)NC1=NC(=NC(=C1)N1CCC1)SC1=CC=C(C=C1)NC(OC(C)(C)C)=O (tert-butyl 4-(4-(5-methyl-1H-pyrazol-3-ylamino)-6-(azetidin-1-yl)pyrimidin-2-ylthio)phenylcarbamate). Solvent: C(=O)(C(F)(F)F)O.C(Cl)Cl (TFA DCM). Run at time 8 hour. Product: NC1=CC=C(C=C1)SC1=NC(=CC(=N1)NC1=CC(=NN1)C)N1CCC1 (2-(4-aminophenylthio)-6-(azetidin-1-yl)-N-(3-methyl-1H-pyrazol-5-yl)pyrimidin-4-amine). Reaction SMILES: [CH3:1][C:2]1[NH:6][N:5]=[C:4]([NH:7][C:8]2[CH:13]=[C:12]([N:14]3[CH2:17][CH2:16][CH2:15]3)[N:11]=[C:10]([S:18][C:19]3[CH:24]=[CH:23][C:22]([NH:25]C(=O)OC(C)(C)C)=[CH:21][CH:20]=3)[N:9]=2)[CH:3]=1>C(O)(C(F)(F)F)=O.C(Cl)Cl>[NH2:25][C:22]1[CH:23]=[CH:24][C:19]([S:18][C:10]2[N:9]=[C:8]([NH:7][C:4]3[NH:5][N:6]=[C:2]([CH3:1])[CH:3]=3)[CH:13]=[C:12]([N:14]3[CH2:15][CH2:16][CH2:17]3)[N:11]=2)=[CH:20][CH:21]=1 |f:1.2|. Procedure: tert-butyl 4-(4-(5-methyl-1H-pyrazol-3-ylamino)-6-(azetidin-1-yl)pyrimidin-2-ylthio)phenylcarbamate (prepared using method similar to that described for example 6) (2.53 g, 5.6 mmol) was dissolved in 1:1 TFA-DCM (20 mL) and the resulting solution allowed to stand overnight at room temperature. The solution was concentrated in vacuo. The residue was taken up in EtOAc and washed with saturated aqueous sodium bicarbonate solution (×2) then brine and dried over sodium sulfate. The resulting tan soli... Reactants: Cl.NC1CC2=CC(=CC=C2CC1)OC (2-amino-7-methoxytetralin hydrochloride), Br (hydrobromic acid), C(C)OCC (Ethyl ether). Solvent: C(C)(C)O (isopropanol). The product is Br.NC1CC2=CC(=CC=C2CC1)O (2-amino-7-hydroxytetralin hydrobromide). Reaction SMILES: Cl.[NH2:2][CH:3]1[CH2:12][CH2:11][C:10]2[C:5](=[CH:6][C:7]([O:13]C)=[CH:8][CH:9]=2)[CH2:4]1.C(OCC)C.[BrH:20]>C(O)(C)C>[BrH:20].[NH2:2][CH:3]1[CH2:12][CH2:11][C:10]2[C:5](=[CH:6][C:7]([OH:13])=[CH:8][CH:9]=2)[CH2:4]1 |f:0.1,5.6|. Procedure details: A suspension of the compound obtained in step (b) (6.6 g) in 48% hydrobromic acid (80 ml) is refluxed for 2 hours. The obtained solution is evaporated to dryness and the residue is twice taken up in absolute ethanol and concentrated to dryness. An oily product is thus obtained which is dissolved in hot isopropanol (20 ml). Ethyl ether (30 ml) is added thereto and a crystalline precipitate of 2-amino-7-hydroxytetralin hydrobromide (6.8 g) is obtained. M.p. 171°-173° C. Starting materials: [Al+3], COc1ccc(C(O)c2cccc3ccccc23)cc1, CCCCCC, [Cl-], [Cl-], [Cl-], Cl, Oc1ccccc1, c1ccccc1. The product is COc1ccc(C(c2ccc(O)cc2)c2cccc3ccccc23)cc1. RXN SMILES: [Al+3:29].[CH3:1][O:2][c:3]1[cH:4][cH:5][c:6]([CH:9]([OH:10])[c:11]2[cH:12][cH:13][cH:14][c:15]3[cH:16][cH:17][cH:18][cH:19][c:20]23)[cH:7][cH:8]1.[CH3:33][CH2:34][CH2:35][CH2:36][CH2:37][CH3:38].[Cl-:28].[Cl-:30].[Cl-:31].[ClH:32].[OH:21][c:22]1[cH:23][cH:24][cH:25][cH:26][cH:27]1.[cH:39]1[cH:40][cH:41][cH:42][cH:43][cH:44]1>>[CH3:1][O:2][c:3]1[cH:4][cH:5][c:6]([CH:9]([c:11]2[cH:12][cH:13][cH:14][c:15]3[cH:16][cH:17][cH:18][cH:19][c:20]23)[c:25]2[cH:24][cH:23][c:22]([OH:21])[cH:27][cH:26]2)[cH:7][cH:8]1. Starting materials: C(C(=O)Cl)(=O)Cl (Oxalyl chloride), COC(C(C)OC1=C2C=C(N(C2=CC=C1)CC1=CC=CC=C1)C)=O (2-[[2-methyl-1-(phenylmethyl)-1H-indol-4-yl]oxy]propanoic acid methyl ester), N (ammonia). Run in CCOC(=O)C (EtOAc). The product is NC(C(=O)C1=C(N(C2=CC=CC(=C12)OC(C(=O)OC)C)CC1=CC=CC=C1)C)=O (2-[[3-(2-amino-1,2-dioxoethyl)-2-methyl-1-(phenylmethyl)-1H-indol-4-yl]oxy]propanoic acid, methyl ester). The yield is 90.0%. RXN SMILES: [C:1](Cl)(=[O:5])[C:2](Cl)=[O:3].[CH3:7][O:8][C:9](=[O:30])[CH:10]([O:12][C:13]1[CH:21]=[CH:20][CH:19]=[C:18]2[C:14]=1[CH:15]=[C:16]([CH3:29])[N:17]2[CH2:22][C:23]1[CH:28]=[CH:27][CH:26]=[CH:25][CH:24]=1)[CH3:11].[NH3:31]>CCOC(C)=O>[NH2:31][C:1](=[O:5])[C:2]([C:15]1[C:14]2[C:18](=[CH:19][CH:20]=[CH:21][C:13]=2[O:12][CH:10]([CH3:11])[C:9]([O:8][CH3:7])=[O:30])[N:17]([CH2:22][C:23]2[CH:24]=[CH:25][CH:26]=[CH:27][CH:28]=2)[C:16]=1[CH3:29])=[O:3]. Procedure details: Oxalyl chloride (0.16 mL, 1.9 mmol) was reacted with 480 mg (1.5 mmol) of dl-2-[[2-methyl-1-(phenylmethyl)-1H-indol-4-yl]oxy]propanoic acid methyl ester and then reacted with anhydrous ammonia as in Example 1, Part F and the reaction product was dissolved in EtOAc, washed with water, dried (MgSO4) and concentrated. The residue was chromatographed on silica gel (eluted with EtOAc) to give 531 mg (90% yield) of dl-2-[[3-(2-amino-1,2-dioxoethyl)-2-methyl-1-(phenylmethyl)-1H-indol-4-yl]oxy]propanoic...